This data is from the Open Reaction Database (ORD), a public repository of structured organic reaction records. The task is: describe an organic reaction: reactants, conditions, products, and yield The reactants are C1(CCCCC1)C=1C=2C=CC(=CC2N2C1C1=C(C=C(C2)C(=O)NC[C@H]2OCCC2)C=C(C=C1)OC)C(=O)OC (methyl 13-cyclohexyl-3-(methyloxy)-6-((((2S)-tetrahydro-2-furanylmethyl)amino)carbonyl)-7H-indolo[2,1-a][2]benzazepine-10-carboxylate), Solvent B, CNC(=O)N (N-methyl urea), CI (MeI), [H-].[Na+] (NaH). The solvent is CO (MeOH), CO.C(Cl)Cl (MeOH CH2Cl2), CO (MeOH), CN(C)C=O (DMF). The product is C1(CCCCC1)C=1C=2C=CC(=CC2N2C1C1=C(C=C(C2)C(=O)N(C[C@H]2OCCC2)C)C=C(C=C1)OC)C(=O)O (13-Cyclohexyl-3-(methyloxy)-6-((methyl((2S)-tetrahydro-2-furanylmethyl)amino)carbonyl)-7H-indolo[2,1-a][2]benzazepine-10-carboxylic acid). As a reaction SMILES: [CH:1]1([C:7]2[C:8]3[CH:9]=[CH:10][C:11]([C:36]([O:38]C)=[O:37])=[CH:12][C:13]=3[N:14]3[CH2:20][C:19]([C:21]([NH:23][CH2:24][C@@H:25]4[CH2:29][CH2:28][CH2:27][O:26]4)=[O:22])=[CH:18][C:17]4[CH:30]=[C:31]([O:34][CH3:35])[CH:32]=[CH:33][C:16]=4[C:15]=23)[CH2:6][CH2:5][CH2:4][CH2:3][CH2:2]1.CI.[H-].[Na+].[CH3:44]NC(N)=O>CN(C=O)C.CO.CO.C(Cl)Cl>[CH:1]1([C:7]2[C:8]3[CH:9]=[CH:10][C:11]([C:36]([OH:38])=[O:37])=[CH:12][C:13]=3[N:14]3[CH2:20][C:19]([C:21]([N:23]([CH3:44])[CH2:24][C@@H:25]4[CH2:29][CH2:28][CH2:27][O:26]4)=[O:22])=[CH:18][C:17]4[CH:30]=[C:31]([O:34][CH3:35])[CH:32]=[CH:33][C:16]=4[C:15]=23)[CH2:6][CH2:5][CH2:4][CH2:3][CH2:2]1 |f:2.3,7.8|. Procedure: Prepared from methyl 13-cyclohexyl-3-(methyloxy)-6-((((2S)-tetrahydro-2-furanylmethyl)amino)carbonyl)-7H-indolo[2,1-a][2]benzazepine-10-carboxylate by methylation using MeI and NaH in DMF in a similar manner as described before; Analytical thin layer chromatography (5% MeOH/CH2Cl2) Rf=0.45; Analytical HPLC method: Solvent A=10% MeOH-90% H2O-0.1% TFA, Solvent B=90% MeOH-10% H2O-0.1% TFA, Start % B=0, Final % B=100, Gradient time=2 min, Flow Rate=5 ml/min, Column: Xterra MS C18 S7 3.0×50 mm; LC/MS... Reactants: C(C)NC1=NC(=CC(=N1)C1=NC(=NO1)C1=CC(=C(OCC(CO)O)C(=C1)C)C)C (rac-3-{4-[5-(2-ethylamino-6-methyl-pyrimidin-4-yl)-[1,2,4]oxadiazol-3-yl]-2,6-dimethyl-phenoxy}-propane-1,2-diol), C(C)(C)C1=NC(=C(C(=N1)C(=O)O)N)C (2-isopropyl-amino-6-methyl-pyrimidine-4-carboxylic acid). Product: C(C)(C)NC1=NC(=CC(=N1)C1=NC(=NO1)C1=CC(=C(OCC(CO)O)C(=C1)C)C)C (rac-3-{4-[5-(2-Isopropylamino-6-methyl-pyrimidin-4-yl)-[1,2,4]oxadiazol-3-yl]-2,6-dimethyl-phenoxy}-propane-1,2-diol). As a reaction SMILES: [CH2:1]([NH:3][C:4]1[N:9]=[C:8]([C:10]2[O:14][N:13]=[C:12]([C:15]3[CH:26]=[C:25]([CH3:27])[C:18]([O:19][CH2:20][CH:21]([OH:24])[CH2:22][OH:23])=[C:17]([CH3:28])[CH:16]=3)[N:11]=2)[CH:7]=[C:6]([CH3:29])[N:5]=1)[CH3:2].[CH:30](C1N=C(C(O)=O)C(N)=C(C)N=1)(C)C>>[CH:1]([NH:3][C:4]1[N:9]=[C:8]([C:10]2[O:14][N:13]=[C:12]([C:15]3[CH:26]=[C:25]([CH3:27])[C:18]([O:19][CH2:20][CH:21]([OH:24])[CH2:22][OH:23])=[C:17]([CH3:28])[CH:16]=3)[N:11]=2)[CH:7]=[C:6]([CH3:29])[N:5]=1)([CH3:30])[CH3:2]. Reported procedure: rac-3-{4-[5-(2-Isopropylamino-6-methyl-pyrimidin-4-yl)-[1,2,4]oxadiazol-3-yl]-2,6-dimethyl-phenoxy}-propane-1,2-diol is prepared in analogy to rac-3-{4-[5-(2-ethylamino-6-methyl-pyrimidin-4-yl)-[1,2,4]oxadiazol-3-yl]-2,6-dimethyl-phenoxy}-propane-1,2-diol using 2-isopropyl-amino-6-methyl-pyrimidine-4-carboxylic acid; LC-MS: tR=0.85 min*; [M+H]+=414.12. The yield is 20.2%. Reported procedure: A solution of 700 mg (1.36 mmol) 3-(4-benzyloxy-phenyl)-2-(4-tert-butyl-benzylamino)-N-(2-piperidin-1-yl-ethyl)-propionamide (Example 13) in 28 mL dry THF was treated portionwise with 258 mg (6.80 mmol) lithium tetrahydriodoaluminate, and the resulting suspension was heated under reflux for 24 hours. The mixture was then carefully quenched with 0.35 mL H2O and filtered, and the resulting solids were washed with THF. The filtrate was diluted with 30 mL H2O, and the THF removed under reduced press... Starting materials: C(C1=CC=CC=C1)OC1=CC=C(C=C1)CC(C(=O)NCCN1CCCCC1)NCC1=CC=C(C=C1)C(C)(C)C (3-(4-benzyloxy-phenyl)-2-(4-tert-butyl-benzylamino)-N-(2-piperidin-1-yl-ethyl)-propionamide), [Li] (lithium). The product is C(C1=CC=CC=C1)OC1=CC=C(C=C1)CC(CNCCN1CCCCC1)NCC1=CC=C(C=C1)C(C)(C)C (3-(4-Benzyloxy-phenyl)-N2-(4-tert-butyl-benzyl)-N1-(2-piperidin-1-yl-ethyl)-propane-1,2-diamine). Reaction SMILES: [CH2:1]([O:8][C:9]1[CH:14]=[CH:13][C:12]([CH2:15][CH:16]([NH:28][CH2:29][C:30]2[CH:35]=[CH:34][C:33]([C:36]([CH3:39])([CH3:38])[CH3:37])=[CH:32][CH:31]=2)[C:17]([NH:19][CH2:20][CH2:21][N:22]2[CH2:27][CH2:26][CH2:25][CH2:24][CH2:23]2)=O)=[CH:11][CH:10]=1)[C:2]1[CH:7]=[CH:6][CH:5]=[CH:4][CH:3]=1.[Li]>C1COCC1>[CH2:1]([O:8][C:9]1[CH:14]=[CH:13][C:12]([CH2:15][CH:16]([NH:28][CH2:29][C:30]2[CH:35]=[CH:34][C:33]([C:36]([CH3:39])([CH3:38])[CH3:37])=[CH:32][CH:31]=2)[CH2:17][NH:19][CH2:20][CH2:21][N:22]2[CH2:27][CH2:26][CH2:25][CH2:24][CH2:23]2)=[CH:11][CH:10]=1)[C:2]1[CH:3]=[CH:4][CH:5]=[CH:6][CH:7]=1 |^1:39|. The solvent is C1CCOC1 (THF). Reactants: CC(C)(C)OC(=O)NC(CO)C(=O)O, Fc1ccc(CBr)cc1, [H-], [Na+], CN(C)C=O. The product is CC(C)(C)OC(=O)NC(COCc1ccc(F)cc1)C(=O)O. Reaction SMILES: [C:1](=[O:2])([O:3][C:4]([CH3:5])([CH3:6])[CH3:7])[NH:8][CH:9]([CH2:10][OH:11])[C:12](=[O:13])[OH:14].[F:17][c:18]1[cH:19][cH:20][c:21]([CH2:22][Br:23])[cH:24][cH:25]1.[H-:15].[Na+:16].[O:26]=[CH:27][N:28]([CH3:29])[CH3:30]>>[C:1](=[O:2])([O:3][C:4]([CH3:5])([CH3:6])[CH3:7])[NH:8][CH:9]([CH2:10][O:11][CH2:22][c:21]1[cH:20][cH:19][c:18]([F:17])[cH:25][cH:24]1)[C:12](=[O:13])[OH:14]. The solvent is CCOCC (ether), C(C)O (ethanol). Procedure details: 9-Methoxy-4-propyl-2,3,4a,5-tetrahydro-4H-[1]-benzopyrano[3,4-b]pyridin-2-one is heated with lithium aluminium hydride in ether. The resulting product is hydrogenated in ethanol in the presence of 10% palladium on carbon catalyst to give 9-methoxy-4-propyl-1,2,3,4a,5,10b-hexahydro-4H-[1]-benzopyrano[3,4-b]pyridine. Reaction SMILES: [CH3:1][O:2][C:3]1[CH:4]=[CH:5][C:6]2[O:20][CH2:19][CH:10]3[N:11]([CH2:16][CH2:17][CH3:18])[CH2:12][C:13](=O)[CH:14]=[C:9]3[C:7]=2[CH:8]=1.[H-].[Al+3].[Li+].[H-].[H-].[H-]>CCOCC.C(O)C.[Pd]>[CH3:1][O:2][C:3]1[CH:4]=[CH:5][C:6]2[O:20][CH2:19][CH:10]3[N:11]([CH2:16][CH2:17][CH3:18])[CH2:12][CH2:13][CH2:14][CH:9]3[C:7]=2[CH:8]=1 |f:1.2.3.4.5.6|. The reagents and catalysts are [Pd] (palladium on carbon). The product is COC=1C=CC2=C(C1)C1C(N(CCC1)CCC)CO2 (9-methoxy-4-propyl-1,2,3,4a,5,10b-hexahydro-4H-[1]-benzopyrano[3,4-b]pyridine). Reactants: COC=1C=CC2=C(C1)C=1C(N(CC(C1)=O)CCC)CO2 (9-Methoxy-4-propyl-2,3,4a,5-tetrahydro-4H-[1]-benzopyrano[3,4-b]pyridin-2-one), [H-].[Al+3].[Li+].[H-].[H-].[H-] (lithium aluminium hydride).